Dataset: the Open Reaction Database (ORD), a public repository of structured organic reaction records. Task: describe an organic reaction: reactants, conditions, products, and yield The reactants are [Na] (sodium), ClCCCN1CCOCC1 (1-chloro-3-morpholinopropane), C(\C=C\C(=O)[O-])(=O)O (Hydrogen fumarate), [H-].[Na+] (sodium hydride), C1(CCCCCCCCCCC1)=NO (cyclododecanone oxime). Product: O1CCN(CC1)CCCON=C1CCCCCCCCCCC1 (1-(3'-Morpholino-propoxyimino)cyclododecane). As a reaction SMILES: [Na].[H-].[Na+].[C:4]1(=[N:16][OH:17])[CH2:15][CH2:14][CH2:13][CH2:12][CH2:11][CH2:10][CH2:9][CH2:8][CH2:7][CH2:6][CH2:5]1.Cl[CH2:19][CH2:20][CH2:21][N:22]1[CH2:27][CH2:26][O:25][CH2:24][CH2:23]1.C(O)(=O)/C=C/C([O-])=O>>[O:25]1[CH2:26][CH2:27][N:22]([CH2:21][CH2:20][CH2:19][O:17][N:16]=[C:4]2[CH2:15][CH2:14][CH2:13][CH2:12][CH2:11][CH2:10][CH2:9][CH2:8][CH2:7][CH2:6][CH2:5]2)[CH2:23][CH2:24]1 |f:1.2,^1:0|. Procedure: The sodium salt is formed from 2.4 g. (0.1 moles) of sodium hydride and 19.73 g. (0.1 moles) of cyclododecanone oxime in a toluenic medium, then it is reacted with 18.0 g. (0.11 moles) of 1-chloro-3-morpholinopropane. Thereafter one proceeds as in Example 1. Yield: 22.22 g. (68.5%). Hydrogen fumarate, m.p.: 118°-120° C. The reactants are N1[C@H](C(=O)O)CC1.C(=O)([O-])[C@@H](O)[C@H](O)C(=O)[O-] (L-AzeOH D-tartrate), N1[C@H](C(=O)O)CC1.C(=O)([O-])[C@@H](O)[C@H](O)C(=O)[O-] (L-AzeOH D-tartrate), [OH-].[K+] (KOH). Solvent: O (water), O (water). Reaction conditions: temperature 60 celsius, time 8 hour. Yields the product C(=O)(O)C(O)C(O)C(=O)[O-].[K+] (potassium hydrogen tartrate). Reaction SMILES: N1CC[C@H]1C(O)=O.[C:8]([C@H:11]([C@@H:13]([C:15]([O-:17])=[O:16])[OH:14])[OH:12])([O-:10])=[O:9].[OH-].[K+:19]>O>[C:8]([CH:11]([CH:13]([C:15]([O-:17])=[O:16])[OH:14])[OH:12])([OH:10])=[O:9].[K+:19] |f:0.1,2.3,5.6|. Reported procedure: L-AzeOH-D-tartrate (14.0 g; 56 mmol; prepared analogously to the methods described in international patent application WO 97/02441) was added to water (17 mL) at room temperature. The mixture was heated to 60° C. and an additional amount of water (9 mL) was added to completely dissolve the L-AzeOH-D-tartrate. KOH (10.8 mL; 5.7 M) was added over 7 minutes to resultant the yellowish solution. The reaction mixture was then left to cool at room temperature. It was left at this temperature overnight.... Reactants: NC=1C=C(COCCOC2=CC=C(C=C2)CCN2C(O[C@@H](C2)C2=CC3=C(OC(OC3)(C)C)C=C2)=O)C=CC1 ((5R)-3-[2-(4-{2-[(3-aminobenzyl)oxy]ethoxy}phenyl)ethyl]-5-(2,2-dimethyl-4H-1,3-benzodioxin-6-yl)-1,3-oxazolidin-2-one), C(C)(=O)OC(C)=O (acetic anhydride), C(C)(C)N(C(C)C)CC (N,N-diisopropylethylamine). The solvent is C(Cl)Cl (DCM), C(Cl)Cl (DCM). Conditions: time 20 hour. Product: CC1(OCC2=C(O1)C=CC(=C2)[C@@H]2CN(C(O2)=O)CCC2=CC=C(OCCOCC=1C=C(C=CC1)NC(C)=O)C=C2)C (N-(3-{[2-(4-{2-[(5R)-5-(2,2-Dimethyl-4H-1,3-benzodioxin-6-yl)-2-oxo-1,3-oxazolidin-3-yl]ethyl}phenoxy)ethoxy]methyl}phenyl)acetamide). As a reaction SMILES: [NH2:1][C:2]1[CH:3]=[C:4]([CH:36]=[CH:37][CH:38]=1)[CH2:5][O:6][CH2:7][CH2:8][O:9][C:10]1[CH:15]=[CH:14][C:13]([CH2:16][CH2:17][N:18]2[CH2:22][C@@H:21]([C:23]3[CH:34]=[CH:33][C:26]4[O:27][C:28]([CH3:32])([CH3:31])[O:29][CH2:30][C:25]=4[CH:24]=3)[O:20][C:19]2=[O:35])=[CH:12][CH:11]=1.[C:39](OC(=O)C)(=[O:41])[CH3:40].C(N(CC)C(C)C)(C)C>C(Cl)Cl>[CH3:31][C:28]1([CH3:32])[O:27][C:26]2[CH:33]=[CH:34][C:23]([C@H:21]3[O:20][C:19](=[O:35])[N:18]([CH2:17][CH2:16][C:13]4[CH:12]=[CH:11][C:10]([O:9][CH2:8][CH2:7][O:6][CH2:5][C:4]5[CH:3]=[C:2]([NH:1][C:39](=[O:41])[CH3:40])[CH:38]=[CH:37][CH:36]=5)=[CH:15][CH:14]=4)[CH2:22]3)=[CH:24][C:25]=2[CH2:30][O:29]1. Procedure: A mixture of (5R)-3-[2-(4-{2-[(3-aminobenzyl)oxy]ethoxy}phenyl)ethyl]-5-(2,2-dimethyl-4H-1,3-benzodioxin-6-yl)-1,3-oxazolidin-2-one {Example 1 xii)} (100 mg), acetic anhydride (21 μL) and N,N-diisopropylethylamine (67 μL) in DCM (2 mL) was stirred at room temperature under nitrogen for 20 h. The solution was then diluted in DCM, washed with 2M HCl, NaHCO3 and brine, dried (MgSO4) and concentrated in vacuo to give the title compound (136 mg). LCMS RT=3.24 min.